From a dataset of the Open Reaction Database (ORD), a public repository of structured organic reaction records. describe an organic reaction: reactants, conditions, products, and yield Reactants: C1=C(C=CC2=CC=CC=C12)OC1=CC=C(C=C1)N=C=O (4-(2-naphthyloxy)phenyl isocyanate), CNOC (N,O-dimethylhydroxylamine). Solvent: C1=CC=CC=C1 (benzene), C1=CC=CC=C1 (benzene). Conditions: time 30 minute. Yields the product C1=C(C=CC2=CC=CC=C12)OC1=CC=C(C=C1)NC(N(C)OC)=O (N'-[4-(2-naphthyloxy)phenyl]-N-methoxy-N-methylurea). The yield is 87.3%. RXN SMILES: [CH:1]1[C:10]2[C:5](=[CH:6][CH:7]=[CH:8][CH:9]=2)[CH:4]=[CH:3][C:2]=1[O:11][C:12]1[CH:17]=[CH:16][C:15]([N:18]=[C:19]=[O:20])=[CH:14][CH:13]=1.[CH3:21][NH:22][O:23][CH3:24]>C1C=CC=CC=1>[CH:1]1[C:10]2[C:5](=[CH:6][CH:7]=[CH:8][CH:9]=2)[CH:4]=[CH:3][C:2]=1[O:11][C:12]1[CH:17]=[CH:16][C:15]([NH:18][C:19](=[O:20])[N:22]([O:23][CH3:24])[CH3:21])=[CH:14][CH:13]=1. Procedure details: Thirteen grams of 4-(2-naphthyloxy)phenyl isocyanate were dissolved in 100 ml of benzene, and a solution of 4 g of N,O-dimethylhydroxylamine in 50 ml of benzene was added dropwise thereto at a temperature below 30° C. The reaction mixture was allowed to stand at room temperature for 30 minutes, and the solvent was then removed under reduced pressure. The residue was recrystallized from ethanol to obtain 14 g of N'-[4-(2-naphthyloxy)phenyl]-N-methoxy-N-methylurea as white needles. M.P., 102°-103°... Starting materials: C(C)C(C(=O)OCC)C(=O)OCC (diethyl ethylmalonate), ClC(C(=O)OCC)(Cl)Cl (ethyl trichloroacetate). Procedure: In a 10 mL round-bottom flask, 1.88 g of diethyl ethylmalonate (10 mmol), 2.10 g of ethyl trichloroacetate (11 mmol), 158 mg of tetra-n-butylammonium fluoride trihydrate (0.5 mmol), and 69 mg of potassium carbonate (0.5 mmol) were stirred at 24° C. for 5 h. After filtration, the solution was found to contain 1.56 g (70% yield) of diethyl α-chloro-α-ethylmalonate. The yield is 70.1%. The reagents and catalysts are O.O.O.[F-].C(CCC)[N+](CCCC)(CCCC)CCCC (tetra-n-butylammonium fluoride trihydrate), C([O-])([O-])=O.[K+].[K+] (potassium carbonate). Yields the product ClC(C(=O)OCC)(C(=O)OCC)CC (diethyl α-chloro-α-ethylmalonate). As a reaction SMILES: [CH2:1]([CH:3]([C:9]([O:11][CH2:12][CH3:13])=[O:10])[C:4]([O:6][CH2:7][CH3:8])=[O:5])[CH3:2].[Cl:14]C(Cl)(Cl)C(OCC)=O>O.O.O.[F-].C([N+](CCCC)(CCCC)CCCC)CCC.C(=O)([O-])[O-].[K+].[K+]>[Cl:14][C:3]([CH2:1][CH3:2])([C:9]([O:11][CH2:12][CH3:13])=[O:10])[C:4]([O:6][CH2:7][CH3:8])=[O:5] |f:2.3.4.5.6,7.8.9|. The reactants are C(C)(C)(C)C1=CC=C(C=C1)C1=NC(=NC(=N1)C1=CC=C(C=C1)C(C)(C)C)Cl (2,4-bis(4-tert-butylphenyl)-6-chloro-1,3,5-triazine), CC1(C2=CC=CC=C2C=2C1=CC=1NC3=CC=CC=C3C1C2)C (12,12-dimethyl-10,12-dihydro-10-azaindeno[2,1-b]-fluorene), [H-].[Na+] (NaH), oil. Run in C1CCOC1 (THF), CN(C=O)C (dimethylformamide). Run at time 1 hour. Yields the product C(C)(C)(C)C1=CC=C(C=C1)C1=NC(=NC(=N1)C1=CC=C(C=C1)C(C)(C)C)N1C2=CC=CC=C2C=2C=C3C(=CC12)C(C1=CC=CC=C13)(C)C (10-[4,6-Bis(4-tert-butylphenyl)-1,3,5-triazin-2-yl]-12,12-dimethyl-10,12-dihydro-10-azaindeno[2,1-b]fluorene). Reaction SMILES: [CH3:1][C:2]1([CH3:22])[C:10]2=[CH:11][C:12]3[NH:13][C:14]4[C:19]([C:20]=3[CH:21]=[C:9]2[C:8]2[C:3]1=[CH:4][CH:5]=[CH:6][CH:7]=2)=[CH:18][CH:17]=[CH:16][CH:15]=4.[H-].[Na+].[C:25]([C:29]1[CH:34]=[CH:33][C:32]([C:35]2[N:40]=[C:39]([C:41]3[CH:46]=[CH:45][C:44]([C:47]([CH3:50])([CH3:49])[CH3:48])=[CH:43][CH:42]=3)[N:38]=[C:37](Cl)[N:36]=2)=[CH:31][CH:30]=1)([CH3:28])([CH3:27])[CH3:26]>CN(C)C=O.C1COCC1>[C:25]([C:29]1[CH:30]=[CH:31][C:32]([C:35]2[N:40]=[C:39]([C:41]3[CH:42]=[CH:43][C:44]([C:47]([CH3:50])([CH3:49])[CH3:48])=[CH:45][CH:46]=3)[N:38]=[C:37]([N:13]3[C:12]4[CH:11]=[C:10]5[C:2]([CH3:22])([CH3:1])[C:3]6[C:8]([C:9]5=[CH:21][C:20]=4[C:19]4[C:14]3=[CH:15][CH:16]=[CH:17][CH:18]=4)=[CH:7][CH:6]=[CH:5][CH:4]=6)[N:36]=2)=[CH:33][CH:34]=1)([CH3:28])([CH3:27])[CH3:26] |f:1.2|. Procedure: 12.5 g (44 mmol) of 12,12-dimethyl-10,12-dihydro-10-azaindeno[2,1-b]-fluorene are dissolved in 200 ml of dimethylformamide under a protective-gas atmosphere, and 2.1 g of 60% NaH in mineral oil (52.7 mmol) are added. After 1 h at room temperature, a solution of 2,4-bis(4-tert-butylphenyl)-6-chloro-1,3,5-triazine (20 g, 52.7 mmol) in 100 ml of THF is added dropwise. The reaction mixture is stirred at room temperature for 12 h. After this time, the reaction mixture is poured onto ice and extracted... Reactants: FC(C(=O)O)(F)F (trifluoroacetic acid), C(C)(C)(C)OC(=O)N1CC(CCC1)CCOCC1=C(C=CC(=C1)Br)F (1-(t-butoxycarbonyl)-3-[2-(2-fluoro-5-bromobenzyloxy)ethyl]piperidine). Solvent: C(Cl)Cl (methylene chloride). Run at temperature 0 celsius. The product is FC1=C(COCCC2CNCCC2)C=C(C=C1)Br (3-[2-(2-fluoro-5-bromobenzyloxy)ethyl]piperidine). RXN SMILES: FC(F)(F)C(O)=O.C(OC([N:15]1[CH2:20][CH2:19][CH2:18][CH:17]([CH2:21][CH2:22][O:23][CH2:24][C:25]2[CH:30]=[C:29]([Br:31])[CH:28]=[CH:27][C:26]=2[F:32])[CH2:16]1)=O)(C)(C)C>C(Cl)Cl>[F:32][C:26]1[CH:27]=[CH:28][C:29]([Br:31])=[CH:30][C:25]=1[CH2:24][O:23][CH2:22][CH2:21][CH:17]1[CH2:18][CH2:19][CH2:20][NH:15][CH2:16]1. Reported procedure: In a 1-ml round bottom flask 1-(t-butoxycarbonyl)-3-[2-(2-fluoro-5-bromobenzyloxy)ethyl]piperidine (0.495 g) was dissolved in methylene chloride (4 ml) under a nitrogen atmosphere. The solution was cooled to 0° C. and trifluoroacetic acid (1 ml) was slowly added dropwise. The resulting mixture was stirred for thirty minutes at ambient temperature. The progress of the reaction was monitored by thin layer chromatography. The reaction mixture was partitioned between 1 M potassium carbonate and meth... The reactants are O (water), [N+](=O)([O-])C1=CC(=C(C=C1)N1C(CCCC1)=O)C (1-(4-nitro-2-methylphenyl)piperidin-2-one). Solvent: CO (methanol). Run at time 22 hour. Yields the product NC1=CC(=C(C=C1)N1C(CCCC1)=O)C (1-(4-amino-2-methylphenyl)piperidin-2-one). RXN SMILES: O.[N+:2]([C:5]1[CH:10]=[CH:9][C:8]([N:11]2[CH2:16][CH2:15][CH2:14][CH2:13][C:12]2=[O:17])=[C:7]([CH3:18])[CH:6]=1)([O-])=O>CO>[NH2:2][C:5]1[CH:10]=[CH:9][C:8]([N:11]2[CH2:16][CH2:15][CH2:14][CH2:13][C:12]2=[O:17])=[C:7]([CH3:18])[CH:6]=1. Procedure details: 800 mg of water-moist palladium on activated carbon are added to a solution of 4.00 g (17.1 mmol) of 1-(4-nitro-2-methylphenyl)piperidin-2-one in 150 ml of methanol, and the mixture is hydrogenated at room temperature and atmospheric pressure for 22 hours. The reaction mixture is filtered, and the filtrate is evaporated, giving 1-(4-amino-2-methylphenyl)piperidin-2-one as a colourless solid; ESI 205. Starting materials: C(C1=CC=CC=C1)OC1=CC=C(C=O)C=C1 (4-benzyloxybenzaldehyde), FC(S(=O)(=O)O)(F)F (Trifluoromethanesulfonic acid), C(C)B(CC)CC (triethylborane), solution, C(C)O[C@H](C(=O)O)CC=1C=CC2=C(C=C(O2)CC=2N=C(OC2C)C2=CC=CC=C2)C1 ((S)-2-Ethoxy-3-{2-[(5-methyl-2-phenyl-4-oxazolyl) methyl]benzofuran-5-yl}propanoic acid), C(C)(C)N(CC)C(C)C (diisopropylethylamine). Run in ClCCl (dichloromethane), hexanes, ClCCl (dichloromethane). Conditions: temperature 40 celsius, time 2 hour. The product is hexanes ethyl acetate, C(C)OC(C(=O)O)CC1=CC=C(C=C1)C(CCC=1N=C(OC1C)C1=CC=CC=C1)=O (2-Ethoxy-3-(4-[3-(5-methyl-2-phenyl-4-oxazolyl) propanoyl]phenyl}propanoic acid). Isolated yield 57.0%. Reaction SMILES: FC(F)(F)S(O)(=O)=O.C(B(CC)CC)C.[CH2:16]([O:18][C@@H:19]([CH2:23][C:24]1[CH:25]=[CH:26][C:27]2OC(CC3N=C(C4C=CC=CC=4)OC=3C)=C[C:28]=2[CH:45]=1)[C:20]([OH:22])=[O:21])[CH3:17].C([N:49](C(C)C)CC)(C)C.[CH2:55]([O:62][C:63]1[CH:70]=[CH:69][C:66]([CH:67]=[O:68])=C[CH:64]=1)[C:56]1[CH:61]=[CH:60][CH:59]=[CH:58][CH:57]=1>ClCCl>[CH2:16]([O:18][CH:19]([CH2:23][C:24]1[CH:45]=[CH:28][C:27]([C:67](=[O:68])[CH2:66][CH2:69][C:70]2[N:49]=[C:55]([C:56]3[CH:57]=[CH:58][CH:59]=[CH:60][CH:61]=3)[O:62][C:63]=2[CH3:64])=[CH:26][CH:25]=1)[C:20]([OH:22])=[O:21])[CH3:17]. Procedure: Trifluoromethanesulfonic acid (5.0 ml, 56 mmol) was added to a solution of triethylborane in hexanes (56 ml of a 1M solution, 56 mmol). After the bubbling stopped, the solution was heated to 40° C. for 1 hour then cooled to 0° C., a solution of (S)-4-benzyl-3-(phenoxyacetyl)oxazolidin-2-one (prepared as in Example 19) (5.0 g, 28 mmol) in dichloromethane (90 ml) was added followed by diisopropylethylamine (12.3 ml, 71 mmol) dropwise. After 30 minutes the solution was cooled to -78° C. and treated...